Dataset: the Open Reaction Database (ORD), a public repository of structured organic reaction records. Task: describe an organic reaction: reactants, conditions, products, and yield The reactants are C[O-], CO, O=C(NCC(F)c1ccc(Cl)cc1Cl)c1ccc(Oc2cc3c(cc2Cl)C(C(=O)O)CCO3)cc1, [Na+]. Yields the product O=C(NCC(F)c1ccc(Cl)cc1)c1ccc(Oc2cc3c(cc2Cl)C(C(=O)[O-])CCO3)cc1, [Na+]. Reaction SMILES: [CH3:36][O-:37].[CH3:39][OH:40].[Cl:1][c:2]1[cH:3][c:4]2[c:9]([cH:10][c:11]1[O:12][c:13]1[cH:14][cH:15][c:16]([C:19]([NH:20][CH2:21][CH:22]([F:23])[c:24]3[c:25]([Cl:31])[cH:26][c:27]([Cl:30])[cH:28][cH:29]3)=[O:32])[cH:17][cH:18]1)[O:8][CH2:7][CH2:6][CH:5]2[C:33](=[O:34])[OH:35].[Na+:38]>>[Cl:1][c:2]1[cH:3][c:4]2[c:9]([cH:10][c:11]1[O:12][c:13]1[cH:14][cH:15][c:16]([C:19]([NH:20][CH2:21][CH:22]([F:23])[c:24]3[cH:25][cH:26][c:27]([Cl:30])[cH:28][cH:29]3)=[O:32])[cH:17][cH:18]1)[O:8][CH2:7][CH2:6][CH:5]2[C:33](=[O:34])[O-:35].[Na+:38]. Starting materials: ClCCC1CC(CO1)(C#N)NC(OCC1=CC=CC=C1)=O (benzyl 5-(2-chloroethyl)-3-cyanotetrahydrofuran-3-ylcarbamate), NO (hydroxylamine), C(#CC(=O)OCC)C(=O)OCC (diethyl acetylenedicarboxylate). Yields the product NC(C1(COC(C1)CCCl)NC(=O)OCC1=CC=CC=C1)=NOC(C(=O)OCC)=CC(=O)OCC (diethyl 2-(amino(3-(benzyloxycarbonylamino)-5-(2-chloroethyl)tetrahydrofuran-3-yl)methyleneaminooxy)but-2-enedioate). Conditions: time 24 hour. Procedure details: A solution of benzyl 5-(2-chloroethyl)-3-cyanotetrahydrofuran-3-ylcarbamate (0.86 g, 2.79 mmol) and 50% aq. hydroxylamine (0.853 mL, 13.93 mmol) in THF (25 mL) was stirred at room temperature for 18 h. The mixture was concentrated and the residue was redissolved in EtOH (20 mL) and treated with diethyl acetylenedicarboxylate (0.490 mL, 3.06 mmol) at room temperature. After 24 h, the reaction mixture was concentrated and the resulting pale yellow residue was taken up in Et2O (75 mL), washed with ... As a reaction SMILES: [Cl:1][CH2:2][CH2:3][CH:4]1[O:8][CH2:7][C:6]([NH:11][C:12](=[O:21])[O:13][CH2:14][C:15]2[CH:20]=[CH:19][CH:18]=[CH:17][CH:16]=2)([C:9]#[N:10])[CH2:5]1.[NH2:22][OH:23].[C:24]([C:31]([O:33][CH2:34][CH3:35])=[O:32])#[C:25][C:26]([O:28][CH2:29][CH3:30])=[O:27]>C1COCC1>[NH2:10][C:9](=[N:22][O:23][C:25](=[CH:24][C:31]([O:33][CH2:34][CH3:35])=[O:32])[C:26]([O:28][CH2:29][CH3:30])=[O:27])[C:6]1([NH:11][C:12]([O:13][CH2:14][C:15]2[CH:16]=[CH:17][CH:18]=[CH:19][CH:20]=2)=[O:21])[CH2:5][CH:4]([CH2:3][CH2:2][Cl:1])[O:8][CH2:7]1. Yield: 82.0%. Run in C1CCOC1 (THF). Starting materials: FC1=CC=C(C(C2=CC=C(C=C2)F)O)C=C1 (4,4'-difluorobenzhydrol), S(=O)(Cl)Cl (thionyl chloride). The solvent is O (water). Run at time 30 minute. Yields the product FC1=CC=C(C(C2=CC=C(C=C2)F)Cl)C=C1 (4,4'-difluorobenzhydryl chloride). Yield: 90.3%. Reaction SMILES: [F:1][C:2]1[CH:16]=[CH:15][C:5]([CH:6](O)[C:7]2[CH:12]=[CH:11][C:10]([F:13])=[CH:9][CH:8]=2)=[CH:4][CH:3]=1.S(Cl)([Cl:19])=O>O>[F:1][C:2]1[CH:16]=[CH:15][C:5]([CH:6]([Cl:19])[C:7]2[CH:12]=[CH:11][C:10]([F:13])=[CH:9][CH:8]=2)=[CH:4][CH:3]=1. Reported procedure: To 5.00 g (22.7 mmol) of 4,4'-difluorobenzhydrol was added 16.5 ml (227 mmol) of thionyl chloride in the atmosphere of argon, and the mixture was stirred at room temperature for 30 minutes. To the resulting mixture was added water followed by extraction with benzene. The organic layer was successively washed with saturated sodium hydrogen carbonate solution and water, dried over anhydrous sodium sulfate and concentrated under reduced pressure. The residue thus obtained was subjected to column ch... Reactants: Cl, O=C(O)C=Cc1ccc(C(F)(F)F)nc1N1CCCCC1, Cc1cc(CN)ccc1NS(C)(=O)=O. Yields the product Cc1cc(CNC(=O)C=Cc2ccc(C(F)(F)F)nc2N2CCCCC2)ccc1NS(C)(=O)=O. As a reaction SMILES: [ClH:15].[N:16]1([c:22]2[n:23][c:24]([C:33]([F:34])([F:35])[F:36])[cH:25][cH:26][c:27]2[CH:28]=[CH:29][C:30](=[O:31])[OH:32])[CH2:17][CH2:18][CH2:19][CH2:20][CH2:21]1.[NH2:1][CH2:2][c:3]1[cH:4][c:5]([CH3:14])[c:6]([NH:9][S:10](=[O:11])(=[O:12])[CH3:13])[cH:7][cH:8]1>>[NH:1]([CH2:2][c:3]1[cH:4][c:5]([CH3:14])[c:6]([NH:9][S:10](=[O:11])(=[O:12])[CH3:13])[cH:7][cH:8]1)[C:30]([CH:29]=[CH:28][c:27]1[c:22]([N:16]2[CH2:17][CH2:18][CH2:19][CH2:20][CH2:21]2)[n:23][c:24]([C:33]([F:34])([F:35])[F:36])[cH:25][cH:26]1)=[O:31].